From a dataset of the Open Reaction Database (ORD), a public repository of structured organic reaction records. describe an organic reaction: reactants, conditions, products, and yield Starting materials: ClCCl, NC(=O)c1nn(C(c2ccccc2)(c2ccccc2)c2ccccc2)c2c1CCc1cnc(I)nc1-2, O=C(O)C(F)(F)F. The product is NC(=O)c1n[nH]c2c1CCc1cnc(I)nc1-2. Reaction SMILES: [Cl:44][CH2:45][Cl:46].[I:1][c:2]1[n:3][c:4]2[c:9]([cH:10][n:11]1)[CH2:8][CH2:7][c:6]1[c:5]-2[n:14]([C:15]([c:16]2[cH:17][cH:18][cH:19][cH:20][cH:21]2)([c:22]2[cH:23][cH:24][cH:25][cH:26][cH:27]2)[c:28]2[cH:29][cH:30][cH:31][cH:32][cH:33]2)[n:13][c:12]1[C:34](=[O:35])[NH2:36].[OH:37][C:38]([C:39]([F:40])([F:41])[F:42])=[O:43]>>[I:1][c:2]1[n:3][c:4]2[c:9]([cH:10][n:11]1)[CH2:8][CH2:7][c:6]1[c:5]-2[nH:14][n:13][c:12]1[C:34](=[O:35])[NH2:36].